This data is from the Open Reaction Database (ORD), a public repository of structured organic reaction records. The task is: describe an organic reaction: reactants, conditions, products, and yield Reactants: CC(O)(CSc1ccc(Br)c2ccccc12)C(=O)Nc1ccc(C#N)c(C(F)(F)F)c1, ClCCl, O=C(OC(=O)C(F)(F)F)C(F)(F)F, O, OO. Yields the product CC(O)(CS(=O)(=O)c1ccc(Br)c2ccccc12)C(=O)Nc1ccc(C#N)c(C(F)(F)F)c1. RXN SMILES: [Br:1][c:2]1[cH:3][cH:4][c:5]([S:12][CH2:13][C:14]([C:15](=[O:16])[NH:17][c:18]2[cH:19][c:20]([C:26]([F:27])([F:28])[F:29])[c:21]([C:24]#[N:25])[cH:22][cH:23]2)([CH3:30])[OH:31])[c:6]2[cH:7][cH:8][cH:9][cH:10][c:11]12.[Cl:48][CH2:49][Cl:50].[F:34][C:35]([F:36])([F:38])[C:39](=[O:37])[O:40][C:41](=[O:42])[C:43]([F:44])([F:45])[F:46].[OH2:47].[OH:32][OH:33]>>[Br:1][c:2]1[cH:3][cH:4][c:5]([S:12]([CH2:13][C:14]([C:15](=[O:16])[NH:17][c:18]2[cH:19][c:20]([C:26]([F:27])([F:28])[F:29])[c:21]([C:24]#[N:25])[cH:22][cH:23]2)([CH3:30])[OH:31])(=[O:37])=[O:47])[c:6]2[cH:7][cH:8][cH:9][cH:10][c:11]12.